This data is from the Open Reaction Database (ORD), a public repository of structured organic reaction records. The task is: describe an organic reaction: reactants, conditions, products, and yield Reactants: Cn2cnc1ccccc12 (effective_coupling_partner), COc2ccc(c1ccccc1)cc2 (substrate). The reagents and catalysts are CDC. Run at temperature 90 celsius, time 16 hour. The product is Cn4c(c2ccc(c1ccccc1)cc2)nc3ccccc34. The reactants are O=C([O-])O, ClCCl, CS(C)=O, CS(=O)(=O)OCCc1cccnc1[N+](=O)[O-], [N-]=[N+]=[N-], [Na+], [Na+]. The product is [N-]=[N+]=NCCc1cccnc1[N+](=O)[O-]. Reaction SMILES: [C:21](=[O:22])([OH:23])[O-:24].[CH2:26]([Cl:27])[Cl:28].[CH3:29][S:30](=[O:31])[CH3:32].[CH3:5][S:6]([O:7][CH2:10][CH2:11][c:12]1[c:13]([N+:18](=[O:19])[O-:20])[n:14][cH:15][cH:16][cH:17]1)(=[O:8])=[O:9].[N-:2]=[N+:3]=[N-:4].[Na+:1].[Na+:25]>>[N:2](=[N+:3]=[N-:4])[CH2:10][CH2:11][c:12]1[c:13]([N+:18](=[O:19])[O-:20])[n:14][cH:15][cH:16][cH:17]1.